This data is from the Open Reaction Database (ORD), a public repository of structured organic reaction records. The task is: describe an organic reaction: reactants, conditions, products, and yield Starting materials: C1(=CC=CC=C1)C(CC1=CC(=C(C=C1)OC)OC)N (1-phenyl-2-(3,4-dimethoxyphenyl)ethylamine), C=O (formaldehyde). The solvent is CO (methanol). The product is COC=1C=C2CC(NCC2=CC1OC)C1=CC=CC=C1 (6,7-dimethoxy-3-phenyl-1,2,3,4-tetrahydroisoquinoline). As a reaction SMILES: [C:1]1([CH:7]([NH2:19])[CH2:8][C:9]2[CH:14]=[CH:13][C:12]([O:15][CH3:16])=[C:11]([O:17][CH3:18])[CH:10]=2)[CH:6]=[CH:5][CH:4]=[CH:3][CH:2]=1.[CH2:20]=O>CO>[CH3:18][O:17][C:11]1[CH:10]=[C:9]2[C:14](=[CH:13][C:12]=1[O:15][CH3:16])[CH2:20][NH:19][CH:7]([C:1]1[CH:2]=[CH:3][CH:4]=[CH:5][CH:6]=1)[CH2:8]2. Procedure details: Heat a mixture of the amine from step C, 36% formaldehyde (1 mL) and 1.5 mL of methanol at reflux for 2 h. Distill off the solvent, add 3 mL of benzene to the residue and concentrate in vacuo to a residue. Add 3 mL of benzene and again concentrate to a residue. Add 2 mL of methanolic HCl (1.5N) and heat the mixture at reflux for 2 h. Pour the mixture into water, neutralize with NH4OH and extract with ethyl acetate. Concentrate the extract to give 286 mg of the title compound. 1H NMR (CDCl3): δ7.... The reactants are CCOC(OCC)C(C)N, O=Cc1cccc2nccnc12. The product is CCOC(OCC)C(C)NCc1cccc2nccnc12. As a reaction SMILES: [CH2:1]([CH3:2])[O:3][CH:4]([CH:5]([CH3:6])[NH2:7])[O:8][CH2:9][CH3:10].[n:11]1[cH:12][cH:13][n:14][c:15]2[c:16]([CH:21]=[O:22])[cH:17][cH:18][cH:19][c:20]12>>[CH2:1]([CH3:2])[O:3][CH:4]([CH:5]([CH3:6])[NH:7][CH2:21][c:16]1[c:15]2[n:14][cH:13][cH:12][n:11][c:20]2[cH:19][cH:18][cH:17]1)[O:8][CH2:9][CH3:10]. Starting materials: C(#N)C1=CC=C(OCCCCCOC2=CC(=C(C(=O)N(C3=CC=CC=C3)C(C)C)C=C2)O)C=C1 (4-[5-(4-cyanophenoxy)pentyloxy]-2-hydroxy-N-(1-methylethyl)-N-phenylbenzamide), [H-].[Na+] (sodium hydride), BrCC(=O)OCC (ethyl bromoacetate). Run in CN(C=O)C (N,N-dimethylformamide). Conditions: temperature 70 celsius. Yields the product C(#N)C1=CC=C(OCCCCCOC=2C=CC(=C(OCC(=O)OCC)C2)C(=O)N(C2=CC=CC=C2)C(C)C)C=C1 (ethyl 5-[5-(4-cyanophenoxy)pentyloxy]-2-[N-(1-methylethyl)-N-phenylaminocarbonyl]phenoxyacetate). RXN SMILES: [C:1]([C:3]1[CH:34]=[CH:33][C:6]([O:7][CH2:8][CH2:9][CH2:10][CH2:11][CH2:12][O:13][C:14]2[CH:31]=[CH:30][C:17]([C:18]([N:20]([CH:27]([CH3:29])[CH3:28])[C:21]3[CH:26]=[CH:25][CH:24]=[CH:23][CH:22]=3)=[O:19])=[C:16]([OH:32])[CH:15]=2)=[CH:5][CH:4]=1)#[N:2].[H-].[Na+].Br[CH2:38][C:39]([O:41][CH2:42][CH3:43])=[O:40]>CN(C)C=O>[C:1]([C:3]1[CH:4]=[CH:5][C:6]([O:7][CH2:8][CH2:9][CH2:10][CH2:11][CH2:12][O:13][C:14]2[CH:31]=[CH:30][C:17]([C:18]([N:20]([CH:27]([CH3:28])[CH3:29])[C:21]3[CH:22]=[CH:23][CH:24]=[CH:25][CH:26]=3)=[O:19])=[C:16]([CH:15]=2)[O:32][CH2:38][C:39]([O:41][CH2:42][CH3:43])=[O:40])=[CH:33][CH:34]=1)#[N:2] |f:1.2|. Procedure: A stirred solution of 4-[5-(4-cyanophenoxy)pentyloxy]-2-hydroxy-N-(1-methylethyl)-N-phenylbenzamide (250 mg, 0.55 mmol) in 2.5 mL of N,N-dimethylformamide is treated with 60% sodium hydride (22 mg, 0.55 mmol), and ethyl bromoacetate (67 μL, 0.60 mmol) and heated at 70° C. for 2.5 hours. The reaction is partitioned between ethyl acetate and water, dried over sodium sulfate and concentrated in vacuo to afford a yellow foam. This material is purified by chromatography on silica gel (30 g) with 50-7... Reactants: C[Si](C)(C)CCOCCl, [H-], [Na+], CN(C)C=O, O=C1Nc2ncccc2C12Cc1cc3ccc(CO)nc3cc1C2. The product is C[Si](C)(C)CCOCN1C(=O)C2(Cc3cc4ccc(CO)nc4cc3C2)c2cccnc21. Reaction SMILES: [CH3:27][Si:28]([CH2:29][CH2:30][O:31][CH2:32][Cl:33])([CH3:34])[CH3:35].[H-:25].[Na+:26].[O:36]=[CH:37][N:38]([CH3:39])[CH3:40].[OH:1][CH2:2][c:3]1[n:4][c:5]2[cH:6][c:7]3[c:8]([cH:9][c:10]2[cH:11][cH:12]1)[CH2:13][C:14]1([CH2:15]3)[C:16](=[O:24])[NH:17][c:18]2[n:19][cH:20][cH:21][cH:22][c:23]21>>[OH:1][CH2:2][c:3]1[n:4][c:5]2[cH:6][c:7]3[c:8]([cH:9][c:10]2[cH:11][cH:12]1)[CH2:13][C:14]1([CH2:15]3)[C:16](=[O:24])[N:17]([CH2:32][O:31][CH2:30][CH2:29][Si:28]([CH3:27])([CH3:34])[CH3:35])[c:18]2[n:19][cH:20][cH:21][cH:22][c:23]21. The reactants are CC(C)(C)O, C1COCCO1, Cc1ccc(N)cc1, COc1ccc(-c2ccc3nc(Cl)nc(N4CCNCC4C(=O)Nc4cccc(C)c4)c3n2)cc1OC, [K+], [K+], O=C([O-])[O-], O, c1ccc(P(c2ccccc2)(c2ccccc2)[Pd](P(c2ccccc2)(c2ccccc2)c2ccccc2)(P(c2ccccc2)(c2ccccc2)c2ccccc2)P(c2ccccc2)(c2ccccc2)c2ccccc2)cc1. Yields the product COc1ccc(-c2ccc3nc(Nc4ccc(C)cc4)nc(N4CCNCC4C(=O)Nc4cccc(C)c4)c3n2)cc1OC. RXN SMILES: [C:58]([OH:59])([CH3:60])([CH3:61])[CH3:62].[CH2:52]1[O:53][CH2:54][CH2:55][O:56][CH2:57]1.[CH3:44][c:45]1[cH:46][cH:47][c:48]([NH2:49])[cH:50][cH:51]1.[Cl:1][c:2]1[n:3][c:4]([N:22]2[CH:23]([C:28]([NH:29][c:30]3[cH:31][c:32]([CH3:36])[cH:33][cH:34][cH:35]3)=[O:37])[CH2:24][NH:25][CH2:26][CH2:27]2)[c:5]2[c:6]([n:7]1)[cH:8][cH:9][c:10](-[c:12]1[cH:13][c:14]([O:20][CH3:21])[c:15]([O:18][CH3:19])[cH:16][cH:17]1)[n:11]2.[K+:38].[K+:39].[O-:40][C:41]([O-:42])=[O:43].[OH2:63].[cH:64]1[cH:65][cH:66][c:67]([P:68]([Pd:69]([P:70]([c:71]2[cH:72][cH:73][cH:74][cH:75][cH:76]2)([c:77]2[cH:78][cH:79][cH:80][cH:81][cH:82]2)[c:83]2[cH:84][cH:85][cH:86][cH:87][cH:88]2)([P:89]([c:90]2[cH:91][cH:92][cH:93][cH:94][cH:95]2)([c:96]2[cH:97][cH:98][cH:99][cH:100][cH:101]2)[c:102]2[cH:103][cH:104][cH:105][cH:106][cH:107]2)[P:108]([c:109]2[cH:110][cH:111][cH:112][cH:113][cH:114]2)([c:115]2[cH:116][cH:117][cH:118][cH:119][cH:120]2)[c:121]2[cH:122][cH:123][cH:124][cH:125][cH:126]2)([c:127]2[cH:128][cH:129][cH:130][cH:131][cH:132]2)[c:133]2[cH:134][cH:135][cH:136][cH:137][cH:138]2)[cH:139][cH:140]1>>[c:2]1([NH:49][c:48]2[cH:47][cH:46][c:45]([CH3:44])[cH:51][cH:50]2)[n:3][c:4]([N:22]2[CH:23]([C:28]([NH:29][c:30]3[cH:31][c:32]([CH3:36])[cH:33][cH:34][cH:35]3)=[O:37])[CH2:24][NH:25][CH2:26][CH2:27]2)[c:5]2[c:6]([n:7]1)[cH:8][cH:9][c:10](-[c:12]1[cH:13][c:14]([O:20][CH3:21])[c:15]([O:18][CH3:19])[cH:16][cH:17]1)[n:11]2. The reactants are CC(C)(C)OC(=O)CCC(NC(=O)c1ccc(-c2ccc(N)cc2)cc1)C(=O)OC(C)(C)C, CN(C)C=O, O, O=C(O)c1ccco1. Yields the product CC(C)(C)OC(=O)CCC(NC(=O)c1ccc(-c2ccc(NC(=O)c3ccco3)cc2)cc1)C(=O)OC(C)(C)C. Reaction SMILES: [C:1]([CH3:2])([CH3:3])([CH3:4])[O:5][C:6]([CH:7]([CH2:8][CH2:9][C:10](=[O:11])[O:12][C:13]([CH3:14])([CH3:15])[CH3:16])[NH:17][C:18](=[O:19])[c:20]1[cH:21][cH:22][c:23](-[c:26]2[cH:27][cH:28][c:29]([NH2:32])[cH:30][cH:31]2)[cH:24][cH:25]1)=[O:33].[O:43]=[CH:44][N:45]([CH3:46])[CH3:47].[OH2:42].[OH:34][C:35](=[O:36])[c:37]1[cH:38][cH:39][cH:40][o:41]1>>[C:1]([CH3:2])([CH3:3])([CH3:4])[O:5][C:6]([CH:7]([CH2:8][CH2:9][C:10](=[O:11])[O:12][C:13]([CH3:14])([CH3:15])[CH3:16])[NH:17][C:18](=[O:19])[c:20]1[cH:21][cH:22][c:23](-[c:26]2[cH:27][cH:28][c:29]([NH:32][C:35](=[O:34])[c:37]3[cH:38][cH:39][cH:40][o:41]3)[cH:30][cH:31]2)[cH:24][cH:25]1)=[O:33]. Starting materials: NC1(CC1)C(=O)OC (methyl 1-aminocyclopropane-1-carboxylate), C([O-])([O-])=O.[K+].[K+] (potassium carbonate), ICCCCCI (1,5-diiodopentane). The reagents and catalysts are [Br-].C(CCC)[N+](CCCC)(CCCC)CCCC (tetrabutylammonium bromide). Run in C(C)#N (acetonitrile). Reaction conditions: temperature 90 celsius, time 3 day. Yields the product N1(CCCCC1)C1(CC1)C(=O)OC (Methyl 1-piperidin-1-ylcyclopropanecarboxylate). RXN SMILES: [NH2:1][C:2]1([C:5]([O:7][CH3:8])=[O:6])[CH2:4][CH2:3]1.C(=O)([O-])[O-].[K+].[K+].I[CH2:16][CH2:17][CH2:18][CH2:19][CH2:20]I>[Br-].C([N+](CCCC)(CCCC)CCCC)CCC.C(#N)C>[N:1]1([C:2]2([C:5]([O:7][CH3:8])=[O:6])[CH2:4][CH2:3]2)[CH2:20][CH2:19][CH2:18][CH2:17][CH2:16]1 |f:1.2.3,5.6|. Reported procedure: A mixture of methyl 1-aminocyclopropane-1-carboxylate (0.50 g, 4.35 mmoles), powdered potassium carbonate (2.40 g, 17.4 mmoles), and tetrabutylammonium bromide (0.140 g, 0.43 mmoles) in anhydrous acetonitrile (12 mL) was treated with 1,5-diiodopentane (1.70 g, 5.22 mmoles). The mixture was stirred for three days at 90° C. The mixture was cooled to room temperature and filtered. The filtrate was concentrated under reduced pressure. The residue was purified on an Alltech pre-packed silica gel colu... The reactants are ICCC1(C(N2N(CC=CC2C(=O)OC)C1=O)=O)C (methyl 2,3,5,8-tetrahydro-2-(2-iodoethyl)-2-methyl-1,3-dioxo-1H-pyrazolo-[1,2-a]pyridazine-5-carboxylate), C(C)(=S)[O-].[K+] (potassium thioacetate). Run in CC(=O)C (acetone). Reaction conditions: time 5 hour. Product: C(C)(=O)SCCC1(C(N2N(CC=CC2C(=O)OC)C1=O)=O)C (methyl 2-(2-acetylthioethyl)-2,3,5,8-tetrahydro-2-methyl-1,3-dioxo-1H-pyrazolo[1,2-a]pyridazine-5-carboxylate). Reaction SMILES: I[CH2:2][CH2:3][C:4]1([CH3:19])[C:16](=[O:17])[N:7]2[CH2:8][CH:9]=[CH:10][CH:11]([C:12]([O:14][CH3:15])=[O:13])[N:6]2[C:5]1=[O:18].[C:20]([O-:23])(=[S:22])[CH3:21].[K+]>CC(C)=O>[C:20]([S:22][CH2:2][CH2:3][C:4]1([CH3:19])[C:16](=[O:17])[N:7]2[CH2:8][CH:9]=[CH:10][CH:11]([C:12]([O:14][CH3:15])=[O:13])[N:6]2[C:5]1=[O:18])(=[O:23])[CH3:21] |f:1.2|. Reported procedure: A mixture of 6.43 g (17 mmol) of methyl 2,3,5,8-tetrahydro-2-(2-iodoethyl)-2-methyl-1,3-dioxo-1H-pyrazolo-[1,2-a]pyridazine-5-carboxylate and 1.94 g (17 mmol) of potassium thioacetate in 150 ml of acetone was stirred at room temperature for 5 hours. The solvent was removed by evaporation and the residue was partitioned between dichloromethane and water. The organic phase was separated, dried over magnesium sulfate and evaporated to give methyl 2-(2-acetylthioethyl)-2,3,5,8-tetrahydro-2-methyl-1,... Starting materials: [OH-].[Na+] (sodium hydroxide), P(=O)(Cl)(Cl)Cl (phosphorous oxychloride), CN(C=O)C (dimethylformamide), Ice, BrC=1C=C2C=CNC2=CC1 (5-bromoindole). Conditions: temperature 10 celsius, time 1 hour. Product: BrC=1C=C2C(=CNC2=CC1)C=O (5-Bromoindole-3-carboxaldehyde). Isolated yield 97.7%. Reaction SMILES: P(Cl)(Cl)(Cl)=O.[Br:6][C:7]1[CH:8]=[C:9]2[C:13](=[CH:14][CH:15]=1)[NH:12][CH:11]=[CH:10]2.[OH-].[Na+].CN(C)[CH:20]=[O:21]>>[Br:6][C:7]1[CH:8]=[C:9]2[C:13](=[CH:14][CH:15]=1)[NH:12][CH:11]=[C:10]2[CH:20]=[O:21] |f:2.3|. Procedure details: To a solution of phosphorous oxychloride (26.1 g) and dry dimethylformamide (50.9 ml), cooled to -10° C., was added 5-bromoindole (30 g) in portions. The reaction mixture was stirred at 10° C. for 1 hr. and at 35° C. for 1 hr. Ice (100 g) was added to the reaction mixture, followed by sodium hydroxide solution (50 ml). The mixture was heated on a steam bath for one-half hour. The precipitate was collected and recrystallized from ethanol to give 35.5 g (97.7%) of product. Starting materials: C(=O)(OCC)CCCCCCC1C(CCC1)=O (2-(6-carbethoxyhexyl)cyclopentan-1-one), pale yellow oil, C(C)(=O)OC(C)=O (acetic anhydride), O.C1(=CC=C(C=C1)S(=O)(=O)O)C (p-toluenesulfonic acid monohydrate). Solvent: C(C)(=O)O (acetic acid). Reaction conditions: time 16 hour. Yields the product C(C)(=O)OC1=C(CCC1)CCCCCCC(=O)OCC (1-acetoxy-2-(6-carbethoxyhexyl)cyclopent-1-ene). As a reaction SMILES: [C:1]([CH2:6][CH2:7][CH2:8][CH2:9][CH2:10][CH2:11][CH:12]1[CH2:16][CH2:15][CH2:14][C:13]1=[O:17])([O:3][CH2:4][CH3:5])=[O:2].[C:18](OC(=O)C)(=[O:20])[CH3:19].O.C1(C)C=CC(S(O)(=O)=O)=CC=1>C(O)(=O)C>[C:18]([O:17][C:13]1[CH2:14][CH2:15][CH2:16][C:12]=1[CH2:11][CH2:10][CH2:9][CH2:8][CH2:7][CH2:6][C:1]([O:3][CH2:4][CH3:5])=[O:2])(=[O:20])[CH3:19] |f:2.3|. Procedure details: A stirred solution of 100 g. of 2-(6-carbethoxyhexyl)cyclopentan-1-one (Example 9) in 250 ml. of acetic anhydride containing 0.940 g. of p-toluenesulfonic acid monohydrate is heated to boiling under partial reflux allowing distillate at 118° C. or less (i.e., acetic acid) to escape through a Vigreaux column equipped with a condenser to collect the distillate. After 16 hours, during which period acetic anhydrate is added in portions in order to keep the solvent level at at least 100 ml., the solu...